From a dataset of the Open Reaction Database (ORD), a public repository of structured organic reaction records. describe an organic reaction: reactants, conditions, products, and yield Reaction SMILES: [OH:1][C:2]1[CH:3]=[C:4]([C:11]([N:13]2[CH2:16][CH:15]([O:17][CH3:18])[CH2:14]2)=[O:12])[CH:5]=[CH:6][C:7]=1[N+:8]([O-:10])=[O:9].I[CH2:20][CH3:21].C(=O)([O-])[O-].[K+].[K+]>CN(C=O)C>[CH2:20]([O:1][C:2]1[CH:3]=[C:4]([C:11]([N:13]2[CH2:16][CH:15]([O:17][CH3:18])[CH2:14]2)=[O:12])[CH:5]=[CH:6][C:7]=1[N+:8]([O-:10])=[O:9])[CH3:21] |f:2.3.4|. The product is C(C)OC=1C=C(C=CC1[N+](=O)[O-])C(=O)N1CC(C1)OC ((3-Ethoxy-4-nitrophenyl) (3-methoxyazetidin-1-yl)methanone). Isolated yield 81.5%. The reactants are OC=1C=C(C=CC1[N+](=O)[O-])C(=O)N1CC(C1)OC ((3-hydroxy-4-nitrophenyl)(3-methoxyazetidin-1-yl)methanone), ICC (iodoethane), C([O-])([O-])=O.[K+].[K+] (potassium carbonate). Procedure details: A mixture of (3-hydroxy-4-nitrophenyl)(3-methoxyazetidin-1-yl)methanone (Preparation 115, 250 mg, 1.007 mmol), iodoethane (185 mg, 1.208 mmol) and potassium carbonate (278 mg, 2.014 mmol) in DMF (10 mL) was stirred at room temperature for 2 hours. The reaction was filtered and the filtrate diluted with ethyl acetate (60 mL). The organic phase was washed with water (20 mL×2), brine (20 mL) and dried over sodium sulphate. The solvent was concentrated in vacuo and the residue purified by silica gel... Run in CN(C)C=O (DMF). Conditions: time 2 hour. RXN SMILES: [Br:19][N:20]1[C:21](=[O:22])[CH2:23][CH2:24][C:25]1=[O:26].[Cl:1][c:2]1[cH:3][c:4]2[c:5]([cH:17][cH:18]1)[O:6][CH2:7][O:8][c:9]1[c:10]([cH:12][c:13]([Cl:16])[cH:14][cH:15]1)[CH2:11]2.[Cl:39][C:40]([Cl:41])([Cl:42])[Cl:43].[N:27]([C:28]([CH3:29])([CH3:30])[C:31]#[N:32])=[N:33][C:34]([CH3:35])([CH3:36])[C:37]#[N:38]>>[Cl:1][c:2]1[cH:3][c:4]2[c:5]([cH:17][cH:18]1)[O:6][CH2:7][O:8][c:9]1[c:10]([cH:12][c:13]([Cl:16])[cH:14][cH:15]1)[CH:11]2[Br:19]. The product is Clc1ccc2c(c1)C(Br)c1cc(Cl)ccc1OCO2. The reactants are O=C1CCC(=O)N1Br, Clc1ccc2c(c1)Cc1cc(Cl)ccc1OCO2, ClC(Cl)(Cl)Cl, CC(C)(C#N)N=NC(C)(C)C#N. The product is C1CNC(CNC2CC2)C1. Reactants: B, C1CCOC1, O=C(NC1CC1)C1CCCN1, Cl. As a reaction SMILES: [BH3:12].[CH2:14]1[O:15][CH2:16][CH2:17][CH2:18]1.[CH:1]1([NH:4][C:5](=[O:6])[CH:7]2[NH:8][CH2:9][CH2:10][CH2:11]2)[CH2:2][CH2:3]1.[ClH:13]>>[CH:1]1([NH:4][CH2:5][CH:7]2[NH:8][CH2:9][CH2:10][CH2:11]2)[CH2:2][CH2:3]1. Starting materials: NC=1C(=NC=CN1)C1=CC(=C(C(=O)N[C@H](CO)C2=CC(=CC=C2)Cl)C=C1)F ((S)-4-(3-aminopyrazin-2-yl)-N-(1-(3-chlorophenyl)-2-hydroxyethyl)-2-fluorobenzamide), C1CC(=O)N(C1=O)Br (NBS). Solvent: C(C)#N (acetonitrile). Run at temperature 0 celsius, time 20 minute. Product: NC=1C(=NC(=CN1)Br)C1=CC(=C(C(=O)N[C@H](CO)C2=CC(=CC=C2)Cl)C=C1)F ((S)-4-(3-amino-6-bromopyrazin-2-yl)-N-(1-(3-chlorophenyl)-2-hydroxyethyl)-2-fluorobenzamide). RXN SMILES: [NH2:1][C:2]1[C:3]([C:8]2[CH:26]=[CH:25][C:11]([C:12]([NH:14][C@@H:15]([C:18]3[CH:23]=[CH:22][CH:21]=[C:20]([Cl:24])[CH:19]=3)[CH2:16][OH:17])=[O:13])=[C:10]([F:27])[CH:9]=2)=[N:4][CH:5]=[CH:6][N:7]=1.C1C(=O)N([Br:35])C(=O)C1>C(#N)C>[NH2:1][C:2]1[C:3]([C:8]2[CH:26]=[CH:25][C:11]([C:12]([NH:14][C@@H:15]([C:18]3[CH:23]=[CH:22][CH:21]=[C:20]([Cl:24])[CH:19]=3)[CH2:16][OH:17])=[O:13])=[C:10]([F:27])[CH:9]=2)=[N:4][C:5]([Br:35])=[CH:6][N:7]=1. Procedure: To a solution of (S)-4-(3-aminopyrazin-2-yl)-N-(1-(3-chlorophenyl)-2-hydroxyethyl)-2-fluorobenzamide (389 mg, 1.006 mmol) in acetonitrile (21 mL) was added NBS (171 mg, 0.961 mmol) at 0° C. The reaction mixture was stirred at 0° C. for 20 min. After quenched with sat NaHCO3, and stir for 30 min. The reaction mixture was extracted with EtOAc 3 times, the organic was washed by sat NaHCO3, water and brine, dried, filtered off, and concentrated. The crude material was taken to the next step without ... Starting materials: IC1=NN(C2=C1C(=NC=C2)OC2CCOCC2)C(C2=CC=CC=C2)(C2=CC=CC=C2)C2=CC=CC=C2 (3-iodo-4-(tetrahydro-2H-pyran-4-yloxy)-1-trityl-1H-pyrazolo[4,3-c]pyridine), N1(CCOCC1)C(=O)C1=CC=C(C=C1)B(O)O (4-(morpholine-4-carbonyl)phenylboronic acid), C(C)#N (Acetonitrile), C(C)(=O)[O-].[K+] (potassium acetate). The reagents and catalysts are C1=CC=C(C=C1)P([C-]2C=CC=C2)C3=CC=CC=C3.C1=CC=C(C=C1)P([C-]2C=CC=C2)C3=CC=CC=C3.Cl[Pd]Cl.[Fe+2] (1,1′-bis(diphenylphosphino)ferrocenepalladium chloride). The solvent is O (water). Run at temperature 150 celsius. Product: O1CCN(CC1)C(=O)C1=CC=C(C=C1)C1=NN(C2=C1C(=NC=C2)OC2CCOCC2)C(C2=CC=CC=C2)(C2=CC=CC=C2)C2=CC=CC=C2 (1—Morpholino(4-(4-(tetrahydro-2H-pyran-4-yloxy)-1-trityl-1H-pyrazolo[4,3-c]pyridin-3-yl)phenyl)methanone). RXN SMILES: I[C:2]1[C:6]2[C:7]([O:11][CH:12]3[CH2:17][CH2:16][O:15][CH2:14][CH2:13]3)=[N:8][CH:9]=[CH:10][C:5]=2[N:4]([C:18]([C:31]2[CH:36]=[CH:35][CH:34]=[CH:33][CH:32]=2)([C:25]2[CH:30]=[CH:29][CH:28]=[CH:27][CH:26]=2)[C:19]2[CH:24]=[CH:23][CH:22]=[CH:21][CH:20]=2)[N:3]=1.[N:37]1([C:43]([C:45]2[CH:50]=[CH:49][C:48](B(O)O)=[CH:47][CH:46]=2)=[O:44])[CH2:42][CH2:41][O:40][CH2:39][CH2:38]1.C(#N)C.C([O-])(=O)C.[K+]>O.C1C=CC(P(C2C=CC=CC=2)[C-]2C=CC=C2)=CC=1.C1C=CC(P(C2C=CC=CC=2)[C-]2C=CC=C2)=CC=1.Cl[Pd]Cl.[Fe+2]>[O:40]1[CH2:41][CH2:42][N:37]([C:43]([C:45]2[CH:46]=[CH:47][C:48]([C:2]3[C:6]4[C:7]([O:11][CH:12]5[CH2:17][CH2:16][O:15][CH2:14][CH2:13]5)=[N:8][CH:9]=[CH:10][C:5]=4[N:4]([C:18]([C:31]4[CH:36]=[CH:35][CH:34]=[CH:33][CH:32]=4)([C:25]4[CH:30]=[CH:29][CH:28]=[CH:27][CH:26]=4)[C:19]4[CH:24]=[CH:23][CH:22]=[CH:21][CH:20]=4)[N:3]=3)=[CH:49][CH:50]=2)=[O:44])[CH2:38][CH2:39]1 |f:3.4,6.7.8.9|. Reported procedure: 3-iodo-4-(tetrahydro-2H-pyran-4-yloxy)-1-trityl-1H-pyrazolo[4,3-c]pyridine (100 mg, 0.170 mmol), 4-(morpholine-4-carbonyl)phenylboronic acid (48 mg, 0.204 mmol), and 1,1′-bis(diphenylphosphino)ferrocenepalladium chloride (13.9 mg, 0.017 mmol) were charged in a microwave vial equipped with a stir bar. Acetonitrile (1.0 mL) and 1.0 M potassium acetate in water (0.41 mL) were then added, the reaction mixture was degassed with nitrogen for 5 min and then heated to 150° C. under microwave irradiation...